From a dataset of the Open Reaction Database (ORD), a public repository of structured organic reaction records. describe an organic reaction: reactants, conditions, products, and yield Starting materials: C1NCCC2=C1NC1=CC=CC=C21 (2,3,4,9-tetrahydro-1H-pyrido[3,4-b]indole), C(=C)C1=NC=CC=C1 (2-vinylpyridine), C(C)(=O)O (acetic acid). Run in CO (methanol). Yields the product N1=C(C=CC=C1)CCN1CC=2NC3=CC=CC=C3C2CC1 (2,3,4,9-tetrahydro-2-[2-(2-pyridinyl)ethyl]-1H-pyrido[3,4-b]indole). Isolated yield 44.0%. RXN SMILES: [CH2:1]1[C:6]2[NH:7][C:8]3[C:13]([C:5]=2[CH2:4][CH2:3][NH:2]1)=[CH:12][CH:11]=[CH:10][CH:9]=3.[CH:14]([C:16]1[CH:21]=[CH:20][CH:19]=[CH:18][N:17]=1)=[CH2:15].C(O)(=O)C>CO>[N:17]1[CH:18]=[CH:19][CH:20]=[CH:21][C:16]=1[CH2:14][CH2:15][N:2]1[CH2:3][CH2:4][C:5]2[C:13]3[C:8](=[CH:9][CH:10]=[CH:11][CH:12]=3)[NH:7][C:6]=2[CH2:1]1. Procedure details: A mixture of 2,3,4,9-tetrahydro-1H-pyrido[3,4-b]indole (1.72 g., 0.01 mol), 2-vinylpyridine (1.0 g., 0.01 mol) and 2 ml. of glacial acetic acid were refluxed in 25 ml. of methanol for 24 hours. The solvent was removed in vacuo and the separated solid was suspended in water. The solution was made slightly basic via the addition of solid potassium carbonate and it was extracted with methylene chloride (4×150 ml.). The methylene chloride layer was dried over anhydrous sodium sulfate and evaporated ... Reactants: ClC=1SC2=C(N1)C(=CC(=C2NC(OCC)=O)F)Cl (ethyl N-(2,4-dichloro-6-fluorobenzothiazol-7-yl)carbamate), [Cl-].[NH4+] (ammonium chloride), [Cl-].[Na+] (sodium chloride), N1CCCCC1 (piperidine). The solvent is O1CCCC1 (tetrahydrofuran). Reaction conditions: time 1.5 hour. Yields the product N1(CCCCC1)C=1SC2=C(N1)C(=CC(=C2NC(OCC)=O)F)Cl (ethyl N-[2-(1-piperidinyl)-4-chloro-6-fluorobenzothiazol-7-yl]carbamate). Isolated yield 74.9%. As a reaction SMILES: Cl[C:2]1[S:3][C:4]2[C:10]([NH:11][C:12](=[O:16])[O:13][CH2:14][CH3:15])=[C:9]([F:17])[CH:8]=[C:7]([Cl:18])[C:5]=2[N:6]=1.[NH:19]1[CH2:24][CH2:23][CH2:22][CH2:21][CH2:20]1.[Cl-].[NH4+].[Cl-].[Na+]>O1CCCC1>[N:19]1([C:2]2[S:3][C:4]3[C:10]([NH:11][C:12](=[O:16])[O:13][CH2:14][CH3:15])=[C:9]([F:17])[CH:8]=[C:7]([Cl:18])[C:5]=3[N:6]=2)[CH2:24][CH2:23][CH2:22][CH2:21][CH2:20]1 |f:2.3,4.5|. Procedure details: Under a nitrogen atmosphere a solution of 3.0 grams (9.7 mmole) of ethyl N-(2,4-dichloro-6-fluorobenzothiazol-7-yl)carbamate in 75 mL of tetrahydrofuran was stirred, and 1.7 grams (20 mmole) of piperidine was added. Upon completion of the addition the reaction mixture was stirred for 1.5 hours at ambient temperature. The reaction mixture was then poured into a mixture of 75 mL of aqueous 10% ammonium chloride and 75 mL of an aqueous saturated sodium chloride solution. The resulting mixture was e... Reactants: CC(C)([O-])C.[K+] (potassium tert-butoxide), BrC1=CC=C(C=C1)F (p-bromofluorobenzene), C(C)(C)(C)OC(=O)N1CC(C1)O (3-hydroxy-azetidine-1-carboxylic acid tert-butyl ester). Solvent: C1CCOC1 (THF), C1CCOC1 (THF). Conditions: temperature 70 celsius. Yields the product C(C)(C)(C)OC(=O)N1CC(C1)OC1=CC=C(C=C1)Br (3-(4-Bromo-phenoxy)-azetidine-1-carboxylic acid tert-butyl ester). The yield is 46.4%. As a reaction SMILES: CC(C)([O-])C.[K+].[Br:7][C:8]1[CH:13]=[CH:12][C:11](F)=[CH:10][CH:9]=1.[C:15]([O:19][C:20]([N:22]1[CH2:25][CH:24]([OH:26])[CH2:23]1)=[O:21])([CH3:18])([CH3:17])[CH3:16]>C1COCC1>[C:15]([O:19][C:20]([N:22]1[CH2:25][CH:24]([O:26][C:11]2[CH:12]=[CH:13][C:8]([Br:7])=[CH:9][CH:10]=2)[CH2:23]1)=[O:21])([CH3:18])([CH3:16])[CH3:17] |f:0.1|. Procedure details: Add dropwise potassium tert-butoxide in THF (34.6 mL, 34.6 mmol) to a solution of p-bromofluorobenzene (6.1 g, 34.6 mmol) in THF (144 mL) and 3-hydroxy-azetidine-1-carboxylic acid tert-butyl ester (5.0 g, 28.9 mmol) at RT. Heat the mixture at 70° C. overnight. Cool the mixture to RT, quench with water, dilute with Et2O, and wash once with saturated NH4Cl. Back extract the aqueous with Et2O, dry the combined organics over Na2SO4, filter, and concentrate. Purify the crude material by flash chromat... Starting materials: B, C1CCOC1, CSC, COC(=O)c1ccnc(OC)c1. The product is COc1cc(CO)ccn1. As a reaction SMILES: [BH3:16].[CH2:17]1[O:18][CH2:19][CH2:20][CH2:21]1.[CH3:13][S:14][CH3:15].[CH3:1][O:2][c:3]1[cH:4][c:5]([C:6](=[O:7])[O:8][CH3:9])[cH:10][cH:11][n:12]1>>[CH3:1][O:2][c:3]1[cH:4][c:5]([CH2:6][OH:7])[cH:10][cH:11][n:12]1. Reactants: C1(=CC=CC=C1)C1=NOC(=C1C(F)(F)F)C=1SC2=C(N1)CCC1=CC(=CC=C12)C=C (3-phenyl-4-(trifluoromethyl)-5-(7-vinyl-4,5-dihydronaphtho[2,1-d]thiazol-2-yl)isoxazole), C[N+]1(CCOCC1)[O-] (NMO), C1CCOC1 (THF). The reagents and catalysts are [Os](=O)(=O)(=O)=O (osmium tetroxide). Run at time 8 hour. Yields the product C1(=CC=CC=C1)C1=NOC(=C1C(F)(F)F)C=1SC2=C(N1)CCC1=CC(=CC=C12)C(CO)O ((±)1-(2-(3-phenyl-4-(trifluoromethyl)isoxazol-5-yl)-4,5-dihydronaphtho[2,1-d]thiazol-7-yl)ethane-1,2-diol). As a reaction SMILES: [C:1]1([C:7]2[C:11]([C:12]([F:15])([F:14])[F:13])=[C:10]([C:16]3[S:17][C:18]4[C:28]5C(=CC(C=C)=[CH:26][CH:27]=5)[CH2:22][CH2:21][C:19]=4[N:20]=3)[O:9][N:8]=2)[CH:6]=[CH:5][CH:4]=[CH:3][CH:2]=1.C[N+]1([O-])CC[O:35][CH2:34]C1.[CH2:39]1[CH2:43][O:42][CH2:41][CH2:40]1>[Os](=O)(=O)(=O)=O>[C:1]1([C:7]2[C:11]([C:12]([F:15])([F:14])[F:13])=[C:10]([C:16]3[S:17][C:18]4[C:28]5[C:41](=[CH:40][C:39]([CH:43]([OH:42])[CH2:34][OH:35])=[CH:26][CH:27]=5)[CH2:22][CH2:21][C:19]=4[N:20]=3)[O:9][N:8]=2)[CH:6]=[CH:5][CH:4]=[CH:3][CH:2]=1. Reported procedure: To 3-phenyl-4-(trifluoromethyl)-5-(7-vinyl-4,5-dihydronaphtho[2,1-d]thiazol-2-yl)isoxazole (Preparation 82E, 0.2 g, 0.471 mmol) in THF (3 mL) were sequentially added osmium tetroxide (4% aq.) (0.148 mL, 0.019 mmol) and NMO (50% aq.) (0.22 mL, 0.471 mmol) at room temperature and the contents were stirred overnight under a nitrogen atmosphere. The same reaction was setup in a different flask. The reaction mixtures from both flasks were combined and concentrated. The residue was partitioned between... Reactants: NC=1C=C2C(C3=C(NC2=CC1)N(N=C3C)C3=NC=CC=C3)=O (6-amino-3-methyl-1-(2-pyridinyl)-1,9-dihydro-4H-pyrazolo[3,4-b]quinolin-4-one), [B-]C#N.[Na+] (sodium cyanotrihydroborate), C=O (paraformaldehyde). Run in C(C)(=O)O (acetic acid). Yields the product CN(C=1C=C2C(C3=C(NC2=CC1)N(N=C3C)C3=NC=CC=C3)=O)C (6-Dimethylamino-3-methyl-1-(2-pyridinyl)-1,9-dihydro-4H-pyrazolo[3,4-b]quinolin-4-one). Isolated yield 51.1%. As a reaction SMILES: N[C:2]1[CH:3]=[C:4]2[C:9](=[CH:10][CH:11]=1)[NH:8][C:7]1[N:12]([C:16]3[CH:21]=[CH:20][CH:19]=[CH:18][N:17]=3)[N:13]=[C:14]([CH3:15])[C:6]=1[C:5]2=[O:22].[B-][C:24]#[N:25].[Na+].[CH2:27]=O>C(O)(=O)C>[CH3:27][N:25]([CH3:24])[C:2]1[CH:3]=[C:4]2[C:9](=[CH:10][CH:11]=1)[NH:8][C:7]1[N:12]([C:16]3[CH:21]=[CH:20][CH:19]=[CH:18][N:17]=3)[N:13]=[C:14]([CH3:15])[C:6]=1[C:5]2=[O:22] |f:1.2|. Procedure: A solution of 6-amino-3-methyl-1-(2-pyridinyl)-1,9-dihydro-4H-pyrazolo[3,4-b]quinolin-4-one (1.00 g, 3.43 mmol), sodium cyanotrihydroborate (1.08 g, 17.2 mmol) and paraformaldehyde (1.00 g) in acetic acid (20 mL) was stirred at room temperature for 18 hours under an argon atmosphere. The reaction solvent was evaporated under reduced pressure, and the residue was poured into iced water. After the solution was made basic by the addition of a sodium hydroxide solution, the organic matter was extrac...